This data is from the Open Reaction Database (ORD), a public repository of structured organic reaction records. The task is: describe an organic reaction: reactants, conditions, products, and yield Reactants: Fc1ccc2c(c1)N(C1CCN(Cc3ccccc3)CC1)CC2, Cc1ccccc1, CC(Cl)OC(=O)Cl. Yields the product Fc1ccc2c(c1)N(C1CCNCC1)CC2. RXN SMILES: [CH2:8]([c:9]1[cH:10][cH:11][cH:12][cH:13][cH:14]1)[N:15]1[CH2:16][CH2:17][CH:18]([N:21]2[CH2:22][CH2:23][c:24]3[cH:25][cH:26][c:27]([F:30])[cH:28][c:29]32)[CH2:19][CH2:20]1.[CH3:31][c:32]1[cH:33][cH:34][cH:35][cH:36][cH:37]1.[Cl:1][C:2]([O:3][CH:4]([Cl:5])[CH3:6])=[O:7]>>[NH:15]1[CH2:16][CH2:17][CH:18]([N:21]2[CH2:22][CH2:23][c:24]3[cH:25][cH:26][c:27]([F:30])[cH:28][c:29]32)[CH2:19][CH2:20]1. Reactants: FC1=C(C(=CC=C1N)F)NC1=NC=CC=C1C1=C2N=CN(C2=NC=N1)C1OCCCC1 (2,6-difluoro-N1-(3-(9-(tetrahydro-2H-pyran-2-yl)-9H-purin-6-yl)pyridin-2-yl)benzene-1,3-diamine), target compound, C(CC)S(=O)(=O)Cl (1-propansulfonyl chloride), N1=CC=CC=C1 (pyridine). Solvent: ClCCl (dichloromethane). Run at temperature 50 celsius, time 2 hour. Yields the product FC1=C(C=CC(=C1NC1=NC=CC=C1C1=C2N=CN(C2=NC=N1)C1OCCCC1)F)NS(=O)(=O)CCC (N-(2,4-difluoro-3-(3-(9-(tetrahydro-2H-pyran-2-yl)-9H-purin-6-yl)pyridin-2-ylamino)phenyl)propan-1-sulfonamide). Isolated yield 94.0%. As a reaction SMILES: [F:1][C:2]1[C:7]([NH2:8])=[CH:6][CH:5]=[C:4]([F:9])[C:3]=1[NH:10][C:11]1[C:16]([C:17]2[N:25]=[CH:24][N:23]=[C:22]3[C:18]=2[N:19]=[CH:20][N:21]3[CH:26]2[CH2:31][CH2:30][CH2:29][CH2:28][O:27]2)=[CH:15][CH:14]=[CH:13][N:12]=1.[CH2:32]([S:35](Cl)(=[O:37])=[O:36])[CH2:33][CH3:34].N1C=CC=CC=1>ClCCl>[F:1][C:2]1[C:3]([NH:10][C:11]2[C:16]([C:17]3[N:25]=[CH:24][N:23]=[C:22]4[C:18]=3[N:19]=[CH:20][N:21]4[CH:26]3[CH2:31][CH2:30][CH2:29][CH2:28][O:27]3)=[CH:15][CH:14]=[CH:13][N:12]=2)=[C:4]([F:9])[CH:5]=[CH:6][C:7]=1[NH:8][S:35]([CH2:32][CH2:33][CH3:34])(=[O:37])=[O:36]. Procedure details: The 2,6-difluoro-N1-(3-(9-(tetrahydro-2H-pyran-2-yl)-9H-purin-6-yl)pyridin-2-yl)benzene-1,3-diamine (20 mg, 0.047 mmol) prepared at Step 9 was added and dissolved into dichloromethane solvent. 1-propansulfonyl chloride (6 uL, 0.052 mmol) and pyridine (8 uL, 0.094 mmol) were added into the reaction solution and stirred at 50° C. for 2 hours. After the reaction, the reactant was washed with 1N aqueous hydrochloric acid solution and salt water. After extraction with dichloromethane, the organic lay... Starting materials: CCOC(=O)C=Cc1ccc(Cc2cccnc2)cc1, CCOC(=O)C=P(c1ccccc1)(c1ccccc1)c1ccccc1. Product: COC(=O)C=Cc1ccc(Cc2cccnc2)cc1. As a reaction SMILES: [CH2:1]([CH3:2])[O:3][C:4]([CH:5]=[CH:6][c:7]1[cH:8][cH:9][c:10]([CH2:13][c:14]2[cH:15][n:16][cH:17][cH:18][cH:19]2)[cH:11][cH:12]1)=[O:20].[CH2:21]([O:22][C:23]([CH:24]=[P:25]([c:26]1[cH:27][cH:28][cH:29][cH:30][cH:31]1)([c:32]1[cH:33][cH:34][cH:35][cH:36][cH:37]1)[c:38]1[cH:39][cH:40][cH:41][cH:42][cH:43]1)=[O:44])[CH3:45]>>[CH3:1][O:3][C:4]([CH:5]=[CH:6][c:7]1[cH:8][cH:9][c:10]([CH2:13][c:14]2[cH:15][n:16][cH:17][cH:18][cH:19]2)[cH:11][cH:12]1)=[O:20]. Starting materials: S(O)(O)(=O)=O (sulfuric acid), FC=1C=C2C(=CNC2=CC1OC)CCO (2-(5-Fluoro-6-methoxy-1H-indol-3-yl)ethanol), O1CCC=C1 (dihydrofuran), Cl.FC1=C(C=C(C=C1)NN)OC ((4-fluoro-3-methoxyphenyl)hydrazine hydrochloride). Solvent: C(C)#N (acetonitrile), C(C)#N (acetonitrile). Reaction conditions: temperature 80 celsius, time 2 hour. The product is N1C=CC2=CC=CC=C12 (Indole). As a reaction SMILES: F[C:2]1[CH:3]=[C:4]2[C:8](=[CH:9][C:10]=1OC)[NH:7][CH:6]=[C:5]2CCO.O1C=CCC1.Cl.FC1C=CC(NN)=CC=1OC.S(=O)(=O)(O)O>C(#N)C>[NH:7]1[C:8]2[C:4](=[CH:3][CH:2]=[CH:10][CH:9]=2)[CH:5]=[CH:6]1 |f:2.3|. Reported procedure: 2-(5-Fluoro-6-methoxy-1H-indol-3-yl)ethanol (Ind-26) A solution of dihydrofuran (242 mg, 3.46 mmol) in acetonitrile (10 ml) was added dropwise to a solution of (4-fluoro-3-methoxyphenyl)hydrazine hydrochloride [1.00 g, 3.46 mmol (based on a purity of the educt of 68%)] in acetonitrile (30 ml) and 4% aqueous sulfuric acid (30 ml) at room temperature. Thereafter, the temperature was increased to 80° C. and the reaction mixture was stirred at this temperature for 2 h and then cooled to room tempera... Reactants: Cc1cc(CN(C)C)oc1CO, Cl, Cl, [K+], NCCS, [OH-]. Product: Cc1cc(CN(C)C)oc1CSCCN. RXN SMILES: [CH3:6][N:7]([CH3:8])[CH2:9][c:10]1[cH:11][c:12]([CH3:17])[c:13]([CH2:15][OH:16])[o:14]1.[ClH:1].[ClH:20].[K+:19].[NH2:2][CH2:3][CH2:4][SH:5].[OH-:18]>>[NH2:2][CH2:3][CH2:4][S:5][CH2:15][c:13]1[c:12]([CH3:17])[cH:11][c:10]([CH2:9][N:7]([CH3:6])[CH3:8])[o:14]1.